This data is from the Open Reaction Database (ORD), a public repository of structured organic reaction records. The task is: describe an organic reaction: reactants, conditions, products, and yield The reactants are NC1=NC=CC(=N1)C1=CC(=C(C#N)C(=C1)OC)F (4-(2-amino-4-pyrimidinyl)-2-fluoro-6-(methyloxy)benzonitrile), O.NN (hydrazine monohydrate), C1CCOC1 (THF). Reaction conditions: temperature 90 celsius. Yields the product NC1=NC=CC(=N1)C1=CC(=C2C(=NNC2=C1)N)OC (6-(2-Amino-4-pyrimidinyl)-4-(methyloxy)-1H-indazol-3-amine). The yield is 49.0%. As a reaction SMILES: [NH2:1][C:2]1[N:7]=[C:6]([C:8]2[CH:15]=[C:14](OC)[C:11]([C:12]#[N:13])=[C:10](F)[CH:9]=2)[CH:5]=[CH:4][N:3]=1.[OH2:19].[NH2:20][NH2:21].[CH2:22]1COCC1>>[NH2:1][C:2]1[N:7]=[C:6]([C:8]2[CH:15]=[C:14]3[C:11]([C:12]([NH2:13])=[N:20][NH:21]3)=[C:10]([O:19][CH3:22])[CH:9]=2)[CH:5]=[CH:4][N:3]=1 |f:1.2|. Reported procedure: To a slurry of 4-(2-amino-4-pyrimidinyl)-2-fluoro-6-(methyloxy)benzonitrile (0.20 g, 0.82 mmol) in THF (2 mL) was added hydrazine monohydrate (1.3 mL), and the resulting mixture was stirred at 90° C. until the starting material was consumed as judged by LCMS (˜12 hours). The reaction mixture was concentrated to afford the title compound (102 mg, 49%) as a bright yellow solid. LC-MS (ES) m/z=257 [M+H]+. 1H NMR (400 MHz, DMSO-d6): δ 3.94 (s, 3H), 5.06 (s, 2H), 6.65 (s, 2H), 6.97 (s, 1H), 7.16 (d, ... The reactants are FC=1C(=C2C(=NC1)N(C(=C2)I)S(=O)(=O)C2=CC=C(C)C=C2)C2=CN=C(S2)C2(CCC2)O (1-(5-(5-fluoro-2-iodo-1-tosyl-1H-pyrrolo[2,3-b]pyridin-4-yl)thiazol-2-yl)cyclobutanol), C(CCC)[Sn](C1=CN=C(S1)C12OCCN(CC1)C2)(CCCC)CCCC (5-(5-(tributylstannyl)thiazol-2-yl)-4-oxa-1-azabicyclo[3.2.1]octane). The reagents and catalysts are Cl[Pd]([P](C1=CC=CC=C1)(C2=CC=CC=C2)C3=CC=CC=C3)([P](C4=CC=CC=C4)(C5=CC=CC=C5)C6=CC=CC=C6)Cl (bis(triphenylphosphine)palladium dichloride). The solvent is CN(C=O)C (N,N-dimethylformamide). Conditions: time 8 hour. Yields the product N12CCOC(CC1)(C2)C=2SC(=CN2)C2=CC=1C(=NC=C(C1C1=CN=C(S1)C1(CCC1)O)F)N2S(=O)(=O)C2=CC=C(C)C=C2 (1-(5-(2-(2-(4-oxa-1-azabicyclo[3.2.1]octan-5-yl)thiazol-5-yl)-5-fluoro-1-tosyl-1H-pyrrolo[2,3-b]pyridin-4-yl)thiazol-2-yl)cyclobutanol). RXN SMILES: [F:1][C:2]1[C:3]([C:22]2[S:26][C:25]([C:27]3([OH:31])[CH2:30][CH2:29][CH2:28]3)=[N:24][CH:23]=2)=[C:4]2[CH:10]=[C:9](I)[N:8]([S:12]([C:15]3[CH:21]=[CH:20][C:18]([CH3:19])=[CH:17][CH:16]=3)(=[O:14])=[O:13])[C:5]2=[N:6][CH:7]=1.C([Sn](CCCC)(CCCC)[C:37]1[S:41][C:40]([C:42]23[CH2:49][N:46]([CH2:47][CH2:48]2)[CH2:45][CH2:44][O:43]3)=[N:39][CH:38]=1)CCC>CN(C)C=O.Cl[Pd](Cl)([P](C1C=CC=CC=1)(C1C=CC=CC=1)C1C=CC=CC=1)[P](C1C=CC=CC=1)(C1C=CC=CC=1)C1C=CC=CC=1>[N:46]12[CH2:49][C:42]([C:40]3[S:41][C:37]([C:9]4[N:8]([S:12]([C:15]5[CH:16]=[CH:17][C:18]([CH3:19])=[CH:20][CH:21]=5)(=[O:14])=[O:13])[C:5]5=[N:6][CH:7]=[C:2]([F:1])[C:3]([C:22]6[S:26][C:25]([C:27]7([OH:31])[CH2:28][CH2:29][CH2:30]7)=[N:24][CH:23]=6)=[C:4]5[CH:10]=4)=[CH:38][N:39]=3)([CH2:48][CH2:47]1)[O:43][CH2:44][CH2:45]2 |^1:65,84|. Reported procedure: A solution of 1-(5-(5-fluoro-2-iodo-1-tosyl-1H-pyrrolo[2,3-b]pyridin-4-yl)thiazol-2-yl)cyclobutanol (150 mg, 0.263 mmol), 5-(5-(tributylstannyl)thiazol-2-yl)-4-oxa-1-azabicyclo[3.2.1]octane (192 mg, 0.395 mmol), and bis(triphenylphosphine)palladium dichloride (0.013 g, 0.025 mmol) in N,N-dimethylformamide (1.8 mL) was heated to 70° C. for 2 hours. The reaction was quenched by the addition of an aqueous potassium fluoride solution (1.0 g in 2.5 mL water) and ethyl acetate (5 mL). The mixture was ... The reactants are Br.[Br-].N1(CCCC1)CCC[P+](C1=CC=CC=C1)(C1=CC=CC=C1)C1=CC=CC=C1 (3-(N-pyrrolidinyl)propyltriphenylphosphonium bromide hydrobromide), CS(=O)C (DMSO), C(CCC)[Li] (n-butyl lithium), BrC1=CC2=C(OCC3=C(C2=O)C=C(C=C3)Br)C=C1 (2,9-dibromo-6,11-dihydrodibenz[b,e]oxepin-11-one). Run in CCCCCC (hexane), O1CCCC1 (tetrahydrofuran). Yields the product BrC1=CC\2=C(OCC3=C(/C2=C/CCN2CCCC2)C=C(C=C3)Br)C=C1 ((Z)-1-[3-(2,9-Dibromo-6,11-dihydrodibenz[b,e]oxepin-11-ylidene)propyl]pyrrolidine). RXN SMILES: Br.[Br-].[N:3]1([CH2:8][CH2:9][CH2:10][P+](C2C=CC=CC=2)(C2C=CC=CC=2)C2C=CC=CC=2)[CH2:7][CH2:6][CH2:5][CH2:4]1.C([Li])CCC.[Br:35][C:36]1[CH:52]=[CH:51][C:39]2[O:40][CH2:41][C:42]3[CH:49]=[CH:48][C:47]([Br:50])=[CH:46][C:43]=3[C:44](=O)[C:38]=2[CH:37]=1.CS(C)=O>CCCCCC.O1CCCC1>[Br:35][C:36]1[CH:52]=[CH:51][C:39]2[O:40][CH2:41][C:42]3[CH:49]=[CH:48][C:47]([Br:50])=[CH:46][C:43]=3/[C:44](=[CH:10]/[CH2:9][CH2:8][N:3]3[CH2:4][CH2:5][CH2:6][CH2:7]3)/[C:38]=2[CH:37]=1 |f:0.1.2|. Procedure details: Anhydrous 3-(N-pyrrolidinyl)propyltriphenylphosphonium bromide hydrobromide (47 g, 0.08 mole), 0.20 mole of n-butyl lithium in hexane (1.6 M), and 2,9-dibromo-6,11-dihydrodibenz[b,e]oxepin-11-one (25 g, 0.07 mole) in one liter of dry tetrahydrofuran by the procedure of Example 1, Step a. The crude product was chromatographed on a silica gel column (Waters Associates - Prep 500) with ethyl acetate/methanol (95:5) to give the product as 98% pure Z-isomer (0.30 g), mp 102°-103° C. pmr (DMSO-d6) δ: ... Reactants: CCC(=O)Cl, CN(C)C=O, Cl, Nc1nc(CCl)cs1, O, c1ccncc1. The product is CCC(=O)Nc1nc(CCl)cs1. As a reaction SMILES: [C:21]([CH2:22][CH3:23])(=[O:24])[Cl:25].[CH3:10][N:11]([CH3:12])[CH:13]=[O:14].[ClH:1].[NH2:2][c:3]1[s:4][cH:5][c:6]([CH2:8][Cl:9])[n:7]1.[OH2:26].[cH:15]1[cH:16][cH:17][n:18][cH:19][cH:20]1>>[NH:2]([c:3]1[s:4][cH:5][c:6]([CH2:8][Cl:9])[n:7]1)[C:21]([CH2:22][CH3:23])=[O:24]. Starting materials: CC(C)(C)OC(=O)c1ccccc1Br, CCOC(C)=O, CC(C)O, Cc1ccc(B(O)O)c(F)c1, [Na+], [Na+], O=C([O-])[O-], O, c1ccc(P(c2ccccc2)(c2ccccc2)[Pd](P(c2ccccc2)(c2ccccc2)c2ccccc2)(P(c2ccccc2)(c2ccccc2)c2ccccc2)P(c2ccccc2)(c2ccccc2)c2ccccc2)cc1. Product: Cc1ccc(-c2ccccc2C(=O)OC(C)(C)C)c(F)c1. As a reaction SMILES: [C:1]([CH3:2])([CH3:3])([CH3:4])[O:5][C:6]([c:7]1[c:8]([Br:13])[cH:9][cH:10][cH:11][cH:12]1)=[O:14].[CH3:114][CH2:115][O:116][C:117]([CH3:118])=[O:119].[CH:26]([OH:27])([CH3:28])[CH3:29].[F:15][c:16]1[c:17]([B:23]([OH:24])[OH:25])[cH:18][cH:19][c:20]([CH3:22])[cH:21]1.[Na+:30].[Na+:31].[O-:32][C:33](=[O:34])[O-:35].[OH2:113].[cH:36]1[cH:37][cH:38][c:39]([P:40]([Pd:41]([P:42]([c:43]2[cH:44][cH:45][cH:46][cH:47][cH:48]2)([c:49]2[cH:50][cH:51][cH:52][cH:53][cH:54]2)[c:55]2[cH:56][cH:57][cH:58][cH:59][cH:60]2)([P:61]([c:62]2[cH:63][cH:64][cH:65][cH:66][cH:67]2)([c:68]2[cH:69][cH:70][cH:71][cH:72][cH:73]2)[c:74]2[cH:75][cH:76][cH:77][cH:78][cH:79]2)[P:80]([c:81]2[cH:82][cH:83][cH:84][cH:85][cH:86]2)([c:87]2[cH:88][cH:89][cH:90][cH:91][cH:92]2)[c:93]2[cH:94][cH:95][cH:96][cH:97][cH:98]2)([c:99]2[cH:100][cH:101][cH:102][cH:103][cH:104]2)[c:105]2[cH:106][cH:107][cH:108][cH:109][cH:110]2)[cH:111][cH:112]1>>[C:1]([CH3:2])([CH3:3])([CH3:4])[O:5][C:6]([c:7]1[c:8](-[c:17]2[c:16]([F:15])[cH:21][c:20]([CH3:22])[cH:19][cH:18]2)[cH:9][cH:10][cH:11][cH:12]1)=[O:14]. The product is N#CCCCc1cc(Cl)ccc1OCCc1ccccc1. Reaction SMILES: [CH3:42][C:43]#[N:44].[Cl:1][c:2]1[cH:3][c:4]([CH2:17][CH2:18][CH2:19][Cl:20])[c:5]([O:8][CH2:9][CH2:10][c:11]2[cH:12][cH:13][cH:14][cH:15][cH:16]2)[cH:6][cH:7]1.[K:21][C:22]#[N:23].[O:24]1[CH2:25][CH2:26][O:27][CH2:28][CH2:29][O:30][CH2:31][CH2:32][O:33][CH2:34][CH2:35][O:36][CH2:37][CH2:38][O:39][CH2:40][CH2:41]1>>[Cl:1][c:2]1[cH:3][c:4]([CH2:17][CH2:18][CH2:19][C:22]#[N:23])[c:5]([O:8][CH2:9][CH2:10][c:11]2[cH:12][cH:13][cH:14][cH:15][cH:16]2)[cH:6][cH:7]1. The reactants are CC#N, ClCCCc1cc(Cl)ccc1OCCc1ccccc1, N#C[K], C1COCCOCCOCCOCCOCCO1. Starting materials: [H-].[Al+3].[Li+].[H-].[H-].[H-] (lithium aluminum hydride), solution, COC1=CC(=C(C=C1)C1C(C(C2=CC=C(C=C12)OCCC)C1=CC2=C(C=C1)OCO2)C(=O)OC)OCOC (methyl (1RS,2SR,3RS)-3-(4-methoxy-2-methoxymethoxyphenyl)-1-(3,4-methylenedioxyphenyl)-5-(prop-1-yloxy)indane-2-carboxylate). Isolated yield 98.6%. Solvent: C1CCOC1 (THF), C1CCOC1 (THF). The product is OCC1C(C2=CC=C(C=C2C1C1=C(C=C(C=C1)OC)OCOC)OCCC)C1=CC2=C(C=C1)OCO2 ((1RS,2RS,3RS)-2-Hydroxymethyl-3-(4-methoxy-2-methoxymethoxyphenyl)-1-(3,4-methylenedioxyphenyl)-5-(prop-1-yloxy)indane). Reaction conditions: time 18 hour. Reported procedure: To a solution of methyl (1RS,2SR,3RS)-3-(4-methoxy-2-methoxymethoxyphenyl)-1-(3,4-methylenedioxyphenyl)-5-(prop-1-yloxy)indane-2-carboxylate (4.45 g, 8.5 mmol) in THF (35 ml) stirred at 0° C. was added lithium aluminum hydride (17 ml of a 1M solution in THF). The cooling bath was removed and stirring continued for 18 h. The reaction was quenched by addition of saturated aqueous ammonium chloride solution then partitioned between EtOAc and 3N HCl. The organic extract was washed with H2O, saturate... Reaction SMILES: [CH3:1][O:2][C:3]1[CH:8]=[CH:7][C:6]([CH:9]2[C:17]3[C:12](=[CH:13][CH:14]=[C:15]([O:18][CH2:19][CH2:20][CH3:21])[CH:16]=3)[CH:11]([C:22]3[CH:27]=[CH:26][C:25]4[O:28][CH2:29][O:30][C:24]=4[CH:23]=3)[CH:10]2[C:31](OC)=[O:32])=[C:5]([O:35][CH2:36][O:37][CH3:38])[CH:4]=1.[H-].[Al+3].[Li+].[H-].[H-].[H-]>C1COCC1>[OH:32][CH2:31][CH:10]1[CH:9]([C:6]2[CH:7]=[CH:8][C:3]([O:2][CH3:1])=[CH:4][C:5]=2[O:35][CH2:36][O:37][CH3:38])[C:17]2[C:12](=[CH:13][CH:14]=[C:15]([O:18][CH2:19][CH2:20][CH3:21])[CH:16]=2)[CH:11]1[C:22]1[CH:27]=[CH:26][C:25]2[O:28][CH2:29][O:30][C:24]=2[CH:23]=1 |f:1.2.3.4.5.6|. The reactants are NC1=NNC(=N1)S (3-amino-5-mercapto-1,2,4-triazole), [OH-].[Na+] (sodium hydroxide), ClCCCO (3-chloropropanol). The product is NC1=NNC(=N1)SCCCO (3-amino-5-(3-hydroxypropylthio)-1,2,4-triazole). The yield is 66.1%. Reaction SMILES: [NH2:1][C:2]1[N:6]=[C:5]([SH:7])[NH:4][N:3]=1.[OH-].[Na+].Cl[CH2:11][CH2:12][CH2:13][OH:14]>>[NH2:1][C:2]1[N:6]=[C:5]([S:7][CH2:11][CH2:12][CH2:13][OH:14])[NH:4][N:3]=1 |f:1.2|. Procedure details: A mixture of 3-amino-5-mercapto-1,2,4-triazole (1.16 g.), 2 N aqueous sodium hydroxide (6 ml.) and 3-chloropropanol (1.1 g.) was heated at 90° for 1 hour and then cooled. The white solid which crystallised was collected to give 3-amino-5-(3-hydroxypropylthio)-1,2,4-triazole (1.15 g.), m.p. 136°-137°. The reactants are CC(NC(CCc1ccccc1)C(=O)OCc1ccccc1)C(=O)N1C(=O)N(Cc2ccccc2)CC1C(=O)O, CO, [H][H], [Pd]. Yields the product CC(NC(CCc1ccccc1)C(=O)O)C(=O)N1C(=O)N(Cc2ccccc2)CC1C(=O)O. Reaction SMILES: [CH2:1]([c:2]1[cH:3][cH:4][cH:5][cH:6][cH:7]1)[N:8]1[C:9](=[O:40])[N:10]([C:16]([CH:17]([CH3:18])[NH:19][CH:20]([CH2:21][CH2:22][c:23]2[cH:24][cH:25][cH:26][cH:27][cH:28]2)[C:29](=[O:30])[O:31][CH2:32][c:33]2[cH:34][cH:35][cH:36][cH:37][cH:38]2)=[O:39])[CH:11]([C:13](=[O:14])[OH:15])[CH2:12]1.[CH3:41][OH:42].[H:43][H:44].[Pd:45]>>[CH2:1]([c:2]1[cH:3][cH:4][cH:5][cH:6][cH:7]1)[N:8]1[C:9](=[O:40])[N:10]([C:16]([CH:17]([CH3:18])[NH:19][CH:20]([CH2:21][CH2:22][c:23]2[cH:24][cH:25][cH:26][cH:27][cH:28]2)[C:29](=[O:30])[OH:31])=[O:39])[CH:11]([C:13](=[O:14])[OH:15])[CH2:12]1.